This data is from the Open Reaction Database (ORD), a public repository of structured organic reaction records. The task is: describe an organic reaction: reactants, conditions, products, and yield The reactants are CC(C)[C@@H](C(=O)Cl)CC1CCCCC1 (α(S)-(1-Methylethyl)cyclohexanepropionic acid chloride), CC(CC(=O)Cl)C (3-methylbutanoyl chloride). Product: CC(C)[C@@H](C(=O)O)CC1CCCCC1 (α(S)-(1-methylethyl)-cyclohexane propionic acid). Reaction SMILES: [CH3:1][CH:2]([C@H:4]([CH2:8][CH:9]1[CH2:14][CH2:13][CH2:12][CH2:11][CH2:10]1)[C:5](Cl)=[O:6])[CH3:3].CC(C)CC(Cl)=[O:19]>>[CH3:1][CH:2]([C@H:4]([CH2:8][CH:9]1[CH2:14][CH2:13][CH2:12][CH2:11][CH2:10]1)[C:5]([OH:19])=[O:6])[CH3:3]. Procedure details: α(S)-(1-Methylethyl)cyclohexanepropionic acid chloride: By following procedure (a) of this example but replacing propionyl chloride with 3-methylbutanoyl chloride, α(S)-(1-methylethyl)-cyclohexane propionic acid is obtained. 1H NMR (CDCl3) δ 2.27 (ddd, J=10.5, 7, 3.5 Hz, 1H), 1.91-1.80 (m, 2H), 1.73-1.55 (m, 5H), 1.35-1.08 (m, 5H), 0.98-0.77 (m, 2H), 0.97 (d, J=7 Hz, 3H), 0.96 (d, J=7 Hz, 3H). Thereafter, the latter compound was converted to its corresponding acid chloride in the same manner as ...